From a dataset of the Open Reaction Database (ORD), a public repository of structured organic reaction records. describe an organic reaction: reactants, conditions, products, and yield Reactants: Cc1cc(Br)cc([N+](=O)[O-])c1N, CC(C)(C)CC(=O)Cl, CC#N, O. Yields the product Cc1cc(Br)cc([N+](=O)[O-])c1NC(=O)CC(C)(C)C. As a reaction SMILES: [Br:1][c:2]1[cH:3][c:4]([CH3:12])[c:5]([NH2:11])[c:6]([N+:8](=[O:9])[O-:10])[cH:7]1.[C:13]([CH3:14])([CH3:15])([CH3:16])[CH2:17][C:18](=[O:19])[Cl:20].[CH3:22][C:23]#[N:24].[OH2:21]>>[Br:1][c:2]1[cH:3][c:4]([CH3:12])[c:5]([NH:11][C:18]([CH2:17][C:13]([CH3:14])([CH3:15])[CH3:16])=[O:19])[c:6]([N+:8](=[O:9])[O-:10])[cH:7]1. The reactants are C(C)OC(C(CC1=CC=C(C=C1)O)(C)OC1=CC(=C(C=C1)C)C)=O (2-(3,4-dimethyl-phenoxy)-3-(4-hydroxyphenyl)-2-methylpropionic acid ethyl ester), C1(=CC=CC=C1)C=1OC(=C(N1)CCOS(=O)(=O)C1=CC=C(C=C1)C)C (toluene-4-sulfonic acid 2-(2-phenyl-5-methyloxazol-4-yl)-ethyl ester). Yields the product CC=1C=C(OC(C(=O)O)(CC2=CC=C(C=C2)OCCC=2N=C(OC2C)C2=CC=CC=C2)C)C=CC1C (2-(3,4-Dimethyl-phenoxy)-2-methyl-3-{4-[2-(5-methyl-2-phenyl-oxazol-4-yl)-ethoxy]-phenyl}-propionic acid). Reaction SMILES: C([O:3][C:4](=[O:24])[C:5]([O:15][C:16]1[CH:21]=[CH:20][C:19]([CH3:22])=[C:18]([CH3:23])[CH:17]=1)([CH3:14])[CH2:6][C:7]1[CH:12]=[CH:11][C:10]([OH:13])=[CH:9][CH:8]=1)C.[C:25]1([C:31]2[O:32][C:33]([CH3:49])=[C:34]([CH2:36][CH2:37]OS(C3C=CC(C)=CC=3)(=O)=O)[N:35]=2)[CH:30]=[CH:29][CH:28]=[CH:27][CH:26]=1>>[CH3:23][C:18]1[CH:17]=[C:16]([CH:21]=[CH:20][C:19]=1[CH3:22])[O:15][C:5]([CH3:14])([CH2:6][C:7]1[CH:12]=[CH:11][C:10]([O:13][CH2:37][CH2:36][C:34]2[N:35]=[C:31]([C:25]3[CH:30]=[CH:29][CH:28]=[CH:27][CH:26]=3)[O:32][C:33]=2[CH3:49])=[CH:9][CH:8]=1)[C:4]([OH:3])=[O:24]. Procedure: The representative parallel synthesis procedure (B) was used to prepare the title compound from 2-(3,4-dimethyl-phenoxy)-3-(4-hydroxyphenyl)-2-methylpropionic acid ethyl ester and toluene-4-sulfonic acid 2-(2-phenyl-5-methyloxazol-4-yl)-ethyl ester. 1H NMR (400 MHz, CDCl3) δ 8.01-7.99 (m, 2H), 7.48-7.46 (m, 3H), 7.18 (d, 2H, J=8.8 Hz), 6.99 (d, 1H, J=8.4 Hz), 6.82 (d, 2H, J=8.4 Hz), 6.70 (d, 1H, J=2.0 Hz), 6.63 (dd, 1H, J=8.4, 2.0 Hz), 6.28 (bs, 1H), 4.22 (t, 2H, J=6.4 Hz), 3.22 and 3.11 (d of A... Starting materials: CO (methanol), C1(=CC=CC=C1)P(C1=CC=CC=C1)C1=CC=CC=C1 (triphenylphosphine), O([C@H]1C[C@@H](O)[C@H](O)[C@H](O1)CO)CC1=CC=CC=C1 (Benzyl 2-deoxy-β-D-glucopyranoside), C(Br)(Br)(Br)Br (CBr4). The solvent is N1=CC=CC=C1 (pyridine), N1=CC=CC=C1 (pyridine). Run at temperature 50 celsius. The product is BrC[C@@H]1[C@H]([C@@H](C[C@H](OCC2=CC=CC=C2)O1)O)O (Benzyl 6-bromo-2,6-dideoxy-β-D-glucopyranoside). The yield is 72.6%. As a reaction SMILES: C1(P(C2C=CC=CC=2)C2C=CC=CC=2)C=CC=CC=1.[O:20]([CH2:31][C:32]1[CH:37]=[CH:36][CH:35]=[CH:34][CH:33]=1)[C@@H:21]1[O:28][C@H:27]([CH2:29]O)[C@@H:25]([OH:26])[C@H:23]([OH:24])[CH2:22]1.C(Br)(Br)(Br)[Br:39].CO>N1C=CC=CC=1>[Br:39][CH2:29][C@H:27]1[O:28][C@@H:21]([O:20][CH2:31][C:32]2[CH:37]=[CH:36][CH:35]=[CH:34][CH:33]=2)[CH2:22][C@@H:23]([OH:24])[C@@H:25]1[OH:26]. Procedure details: A solution of triphenylphosphine (4.5 g, 17.3 mmol, 2.2 eq) in pyridine (30 mL) was added dropwise to a cooled solution of Compound 1 (2.0 g, 7.9 mmol) and CBr4 (3.1 g, 9.4 mmol) in pyridine (30 mL) at zero degrees C. The mixture was then heated at 50° C. for 10 hours. After cooling, methanol (5 mL) was added dropwise, and the mixture was concentrated. The product was purified by flash column chromatography with CHCl3—MeOH (32:1) to give 1.82 g (yield 73 percent) of Compound 2. Starting materials: BrC1=CC(=CN1S(=O)(=O)C1=CC=CC=C1)C(=O)OC (methyl 5-bromo-1-(phenylsulfonyl)-1H-pyrrole-3-carboxylate), C1(CC1)B(O)O (cyclopropylboronic acid), C1(CCCCC1)P(C1CCCCC1)C1CCCCC1 (tricyclohexylphosphine), P(=O)([O-])([O-])[O-].[K+].[K+].[K+] (tripotassium phosphate). The reagents and catalysts are C(C)(=O)[O-].[Pd+2].C(C)(=O)[O-] (palladium(II) acetate). Solvent: O (water), C1(=CC=CC=C1)C (toluene), O (water). Conditions: temperature 100 celsius, time 4 hour. Product: C1(CC1)C1=CC(=CN1S(=O)(=O)C1=CC=CC=C1)C(=O)OC (Methyl 5-cyclopropyl-1-(phenylsulfonyl)-1H-pyrrole-3-carboxylate). Isolated yield 21.7%. Reaction SMILES: Br[C:2]1[N:6]([S:7]([C:10]2[CH:15]=[CH:14][CH:13]=[CH:12][CH:11]=2)(=[O:9])=[O:8])[CH:5]=[C:4]([C:16]([O:18][CH3:19])=[O:17])[CH:3]=1.[CH:20]1(B(O)O)[CH2:22][CH2:21]1.C1(P(C2CCCCC2)C2CCCCC2)CCCCC1.P([O-])([O-])([O-])=O.[K+].[K+].[K+]>C1(C)C=CC=CC=1.O.C([O-])(=O)C.[Pd+2].C([O-])(=O)C>[CH:20]1([C:2]2[N:6]([S:7]([C:10]3[CH:15]=[CH:14][CH:13]=[CH:12][CH:11]=3)(=[O:9])=[O:8])[CH:5]=[C:4]([C:16]([O:18][CH3:19])=[O:17])[CH:3]=2)[CH2:22][CH2:21]1 |f:3.4.5.6,9.10.11|. Procedure: Under an argon atmosphere, a suspension of methyl 5-bromo-1-(phenylsulfonyl)-1H-pyrrole-3-carboxylate (2.11 g), cyclopropylboronic acid (683 mg), palladium(II) acetate (69 mg), tricyclohexylphosphine (174 mg) and tripotassium phosphate (4.55 g) in toluene (27 mL)-water (1.3 mL) was stirred at 100° C. for 4 hr. After cooling, the reaction mixture was diluted with water (50 mL), and the mixture was extracted with ethyl acetate. The extract was washed with saturated brine, dried over anhydrous magn...